This data is from the Open Reaction Database (ORD), a public repository of structured organic reaction records. The task is: describe an organic reaction: reactants, conditions, products, and yield The reactants are [H-].[Na+] (Sodium hydride), ClCCNC(=O)C=1NC(=CC1)C1=CC(=CC(=C1)OC1=CC=C(C=C1)S(=O)(=O)C)O[C@H](COC)C (N-(2-Chloroethyl)-5-{3-[(1S)-2-methoxy-1-methylethoxy]-5-[4-(methylsulfonyl)phenoxy]phenyl}-1H-pyrrole-2-carboxamide), O (water). Solvent: O1CCCC1 (tetrahydrofuran). Conditions: temperature 0 celsius, time 19 hour. The product is COC[C@@H](OC=1C=C(C=C(C1)OC1=CC=C(C=C1)S(=O)(=O)C)C1=CC=C(N1)C=1OCCN1)C (2-(5-{3-[(1S)-2-Methoxy-1-methylethoxy]-5-[4-(methylsulfonyl)phenoxy]phenyl}-1H-pyrrol-2-yl)-4,5-dihydro-1,3-oxazole). The yield is 71.9%. As a reaction SMILES: Cl[CH2:2][CH2:3][NH:4][C:5]([C:7]1[NH:8][C:9]([C:12]2[CH:17]=[C:16]([O:18][C:19]3[CH:24]=[CH:23][C:22]([S:25]([CH3:28])(=[O:27])=[O:26])=[CH:21][CH:20]=3)[CH:15]=[C:14]([O:29][C@@H:30]([CH3:34])[CH2:31][O:32][CH3:33])[CH:13]=2)=[CH:10][CH:11]=1)=[O:6].[H-].[Na+].O>O1CCCC1>[CH3:33][O:32][CH2:31][C@H:30]([CH3:34])[O:29][C:14]1[CH:13]=[C:12]([C:9]2[NH:8][C:7]([C:5]3[O:6][CH2:2][CH2:3][N:4]=3)=[CH:11][CH:10]=2)[CH:17]=[C:16]([O:18][C:19]2[CH:24]=[CH:23][C:22]([S:25]([CH3:28])(=[O:27])=[O:26])=[CH:21][CH:20]=2)[CH:15]=1 |f:1.2|. Procedure details: N-(2-Chloroethyl)-5-{3-[(1S)-2-methoxy-1-methylethoxy]-5-[4-(methylsulfonyl)phenoxy]phenyl}-1H-pyrrole-2-carboxamide (177 mg, 0.349 mmol) synthesized in Example (18b) was dissolved in tetrahydrofuran (5 mL), and cooled to 0° C. Sodium hydride (40 mg, 0.917 mmol) was added, and the temperature was raised to room temperature, followed by stirring for 19 hours. After the reaction solution was cooled to 0° C., water (5 mL) was added, and extraction was carried out with ethyl acetate (10 mL). The org...